describe an organic reaction: reactants, conditions, products, and yield From a dataset of the Open Reaction Database (ORD), a public repository of structured organic reaction records. The reactants are OC[C@@H]1N[C@@H](CC=2C3=CC=CC=C3NC12)C(=O)OC (methyl (1RS,3RS)-cis-1-hydroxymethyl-1,2,3,4-tetrahydro-β-carboline-3-carboxylate), [OH-].[Na+] (NaOH). Solvent: CO (methanol). The product is OC[C@@H]1N[C@@H](CC=2C3=CC=CC=C3NC12)C(=O)O ((1RS,3RS)-cis-1-Hydroxymethyl-1,2,3,4-tetrahydro-β-carboline-3-carboxylic acid). The yield is 90.0%. RXN SMILES: [OH:1][CH2:2][C@H:3]1[C:15]2[NH:14][C:13]3[C:8](=[CH:9][CH:10]=[CH:11][CH:12]=3)[C:7]=2[CH2:6][C@@H:5]([C:16]([O:18]C)=[O:17])[NH:4]1.[OH-].[Na+]>CO>[OH:1][CH2:2][C@H:3]1[C:15]2[NH:14][C:13]3[C:8](=[CH:9][CH:10]=[CH:11][CH:12]=3)[C:7]=2[CH2:6][C@@H:5]([C:16]([OH:18])=[O:17])[NH:4]1 |f:1.2|. Procedure details: In the same manner as described in Reference Example 2-(1) using methyl (1RS,3RS)-cis-1-hydroxymethyl-1,2,3,4-tetrahydro-β-carboline-3-carboxylate (3.124 g), 1N NaOH (13.2 ml) and methanol (550 ml), there is obtained the title compound (2.66 g, 90%), m.p. 241°-242° C. Starting materials: Cl.NO (hydroxylamine hydrochloride), O[C@@H]1C[C@H]2CC[C@H]3[C@]4(CC[C@H](/C=C/C=O)[C@]4(CC[C@@H]3[C@]2(CC1)C)C)O ((E)-3β,14β-dihydroxy-5β-pregn-20-ene-21-carboxaldehyde). Solvent: [OH-].[Na+] (NaOH), O1CCOCC1 (dioxane), O1CCOCC1 (dioxane), O (water). Product: O\N=C\C=C\[C@@H]1[C@]2(C)[C@](CC1)([C@@H]1CC[C@@H]3C[C@H](CC[C@]3(C)[C@H]1CC2)O)O ((E,E)-17β-(3-Hydroxyimino-1-propenyl)-5β-androstane-3β,14β-diol). Yield: 63.9%. RXN SMILES: Cl.[NH2:2][OH:3].[OH:4][C@H:5]1[CH2:25][CH2:24][C@@:23]2([CH3:26])[C@H:7]([CH2:8][CH2:9][C@@H:10]3[C@@H:22]2[CH2:21][CH2:20][C@@:19]2([CH3:27])[C@:11]3([OH:28])[CH2:12][CH2:13][C@@H:14]2/[CH:15]=[CH:16]/[CH:17]=O)[CH2:6]1>[OH-].[Na+].O1CCOCC1.O>[OH:3]/[N:2]=[CH:17]/[CH:16]=[CH:15]/[C@H:14]1[CH2:13][CH2:12][C@:11]2([OH:28])[C@H:10]3[C@H:22]([CH2:21][CH2:20][C@:19]12[CH3:27])[C@:23]1([CH3:26])[C@@H:7]([CH2:6][C@@H:5]([OH:4])[CH2:25][CH2:24]1)[CH2:8][CH2:9]3 |f:0.1,3.4|. Procedure details: To a solution of 0.65 g of hydroxylamine hydrochloride in 41 ml of 1N NaOH and 30 ml of dioxane a solution of 2.70 g of (E)-3β,14β-dihydroxy-5β-pregn-20-ene-21-carboxaldehyde (Fullerton D. S. et al., J. Med. Chem., 1976, 19,1330) in 40 ml of dioxane was added dropwise at room temperature. After 20 hrs the solution was diluted with water and extracted with methylene chloride. The crude product was purified by flash chromatography (SiO2) using hexane/ethyl acetate 1/1 as the eluant. The fractions ... The reactants are ClCCl, Cl, Cl, CC(N)CCCCC(=O)OC(C)(C)C. Product: Cl, CC(N)CCCCC(=O)O. As a reaction SMILES: [CH2:17]([Cl:18])[Cl:19].[ClH:16].[ClH:1].[NH2:2][CH:3]([CH2:4][CH2:5][CH2:6][CH2:7][C:8](=[O:9])[O:10][C:11]([CH3:12])([CH3:13])[CH3:14])[CH3:15]>>[ClH:1].[NH2:2][CH:3]([CH2:4][CH2:5][CH2:6][CH2:7][C:8](=[O:9])[OH:10])[CH3:15]. Starting materials: [OH-].[Na+] (NaOH), O.O.O.O.O.O.O.O.O.[S-2].[Na+].[Na+] (sodium sulfide nonahydrate), [S] (sulfur), Cl (HCl), ice, BrC1=C(C(=CC(=C1)[N+](=O)[O-])[N+](=O)[O-])N (2-bromo-4,6-dinitrobenzenamine), [Cl-].[NH4+] (ammonium chloride). Run in O (water), C(C)O (ethanol), O (water), O (water), C(C)O (ethanol). Conditions: temperature 65 celsius, time 30 minute. Yields the product BrC1=CC(=C(C(=C1)[N+](=O)[O-])N)[N+](=O)[O-] (4-bromo-2,6-dinitrobenzenamine). The yield is 85.9%. Reaction SMILES: O.O.O.O.O.O.O.O.O.[S-2].[Na+].[Na+].[S].[Br:14][C:15]1[CH:20]=[C:19]([N+:21]([O-:23])=[O:22])[CH:18]=[C:17]([N+:24]([O-:26])=[O:25])[C:16]=1N.[Cl-].[NH4+:29].[OH-].[Na+].Cl>O.C(O)C>[Br:14][C:15]1[CH:20]=[C:19]([N+:21]([O-:23])=[O:22])[C:18]([NH2:29])=[C:17]([N+:24]([O-:26])=[O:25])[CH:16]=1 |f:0.1.2.3.4.5.6.7.8.9.10.11,14.15,16.17,^3:12|. Reported procedure: A mixture of sodium sulfide nonahydrate (96 g, 400 mmol) and sulfur (12.8 g, 400 mmol) in a mixture of 400 mL of water and 100 mL of ethanol was heated at reflux under nitrogen for 1 h. The solution was added to a stirred suspension of 2-bromo-4,6-dinitrobenzenamine (104.8 g, 400 mmol) and ammonium chloride (20.8 g, 400 mmol) in a mixture of 400 mL of water and 700 mL of ethanol. The mixture was stirred at 65° C. for 30 min. Then 400 mL of 2N NaOH solution was added dropwise during a period of 3... The reactants are ClC(Cl)(Cl)Cl, CC(C)OS(C)(=O)=O, O=S(=O)([O-])C(F)(F)F, O=S(=O)([O-])C(F)(F)F, O=S(=O)([O-])C(F)(F)F, [Sc+3], Oc1c(-c2ccc3c(c2)CCCC3)ccc2c1CCCC2. Yields the product CC(C)c1cc2c(c(O)c1-c1ccc3c(c1)CCCC3)CCCC2. As a reaction SMILES: [C:55]([Cl:56])([Cl:57])([Cl:58])[Cl:59].[CH3:22][S:23]([O:24][CH:27]([CH3:28])[CH3:29])(=[O:25])=[O:26].[S:30]([O-:31])([C:32]([F:33])([F:34])[F:35])(=[O:36])=[O:37].[S:39]([O-:40])([C:41]([F:42])([F:43])[F:44])(=[O:45])=[O:46].[S:47]([O-:48])([C:49]([F:50])([F:51])[F:52])(=[O:53])=[O:54].[Sc+3:38].[c:1]1([OH:21])[c:2](-[c:11]2[cH:12][c:13]3[c:18]([cH:19][cH:20]2)[CH2:17][CH2:16][CH2:15][CH2:14]3)[cH:3][cH:4][c:5]2[c:10]1[CH2:9][CH2:8][CH2:7][CH2:6]2>>[c:1]1([OH:21])[c:2](-[c:11]2[cH:12][c:13]3[c:18]([cH:19][cH:20]2)[CH2:17][CH2:16][CH2:15][CH2:14]3)[c:3]([CH:27]([CH3:28])[CH3:29])[cH:4][c:5]2[c:10]1[CH2:9][CH2:8][CH2:7][CH2:6]2. Starting materials: ClC=1C2=C(N=CN1)CCN(C2)C2=C(C#N)C=C(C=C2)C (2-(4-chloro-7,8-dihydropyrido[4,3-d]pyrimidin-6(5H)-yl)-5-methylbenzonitrile), Cl.N1=C(C=CC2=CC=CC=C12)CN (quinolin-2-ylmethanamine hydrochloride), C(C)(C)N(C(C)C)CC (N,N-diisopropylethylamine). The solvent is C(C)#N (acetonitrile). Yields the product CC=1C=CC(=C(C#N)C1)N1CC2=C(N=CN=C2NCC2=NC3=CC=CC=C3C=C2)CC1 (5-Methyl-2-(4-(quinolin-2-ylmethylamino)-7,8-dihydropyrido[4,3-d]pyrimidin-6(5H)-yl)benzonitrile). As a reaction SMILES: Cl[C:2]1[C:3]2[CH2:11][N:10]([C:12]3[CH:19]=[CH:18][C:17]([CH3:20])=[CH:16][C:13]=3[C:14]#[N:15])[CH2:9][CH2:8][C:4]=2[N:5]=[CH:6][N:7]=1.Cl.[N:22]1[C:31]2[C:26](=[CH:27][CH:28]=[CH:29][CH:30]=2)[CH:25]=[CH:24][C:23]=1[CH2:32][NH2:33].C(N(CC)C(C)C)(C)C>C(#N)C>[CH3:20][C:17]1[CH:18]=[CH:19][C:12]([N:10]2[CH2:9][CH2:8][C:4]3[N:5]=[CH:6][N:7]=[C:2]([NH:33][CH2:32][C:23]4[CH:24]=[CH:25][C:26]5[C:31](=[CH:30][CH:29]=[CH:28][CH:27]=5)[N:22]=4)[C:3]=3[CH2:11]2)=[C:13]([CH:16]=1)[C:14]#[N:15] |f:1.2|. Reported procedure: A reaction mixture of 2-(4-chloro-7,8-dihydropyrido[4,3-d]pyrimidin-6(5H)-yl)-5-methylbenzonitrile (150 mg, 0.52 mmol) and quinolin-2-ylmethanamine hydrochloride (206.0 mg, 1.058 mmol) in acetonitrile (1 mL) and N,N-diisopropylethylamine (1 mL, 6 mmol) was subjected to microwave irradiation at 185° C. for 3.5 h. The reaction mixture was concentrated and the residue was purified by preparative HPLC (30-60% acetonitrile-water [10 mM DEA]) to afford a light yellow solid.